Dataset: the Open Reaction Database (ORD), a public repository of structured organic reaction records. Task: describe an organic reaction: reactants, conditions, products, and yield The reactants are C1=C(C=CC=C1O)C (m-cresol), C1(=CC(=CC(=C1)C)C)O (3,5-xylenol), C1=C(C=CC=C1O)C (M-cresol), C1(=CC(=CC(=C1)C)C)O (3,5-xylenol), C=O (formaldehyde), C(C(=O)O)(=O)O (oxalic acid). Run in COCCOCCOC (diglyme). Conditions: temperature 95 celsius, time 4 hour. Product: OC1[C@H](O)[C@@H](O)[C@H](O)CO1 (Xyl). As a reaction SMILES: [CH:1]1[C:6]([OH:7])=[CH:5]C=CC=1C.C1([OH:17])C=C(C)C=C(C)C=1.C=O.[C:20]([OH:25])(=O)[C:21]([OH:23])=[O:22]>COCCOCCOC>[OH:22][CH:21]1[O:23][CH2:1][C@@H:6]([OH:7])[C@H:5]([OH:17])[C@H:20]1[OH:25]. Procedure details: M-cresol (338 g), 3,5-xylenol (229 g), diglyme (625 g), formaldehyde (37.3% in water, 603 g) and oxalic acid (1.13 g) were combined in a 5 liter flask and then heated at 95° C. for one hour. A mixture of m-cresol (338 g) and 3,5-xylenol (229 g) were added to the reaction mixture over one hour. Heating at 95° C. was continued for four hours. The volatile components were distilled away from the reaction mixture until the residue was at 200° C. Vacuum was applied slowly to the distillation until 35... Starting materials: CCOc1ncc(C(=O)O)c2ccccc12, [K+], O=[N+]([O-])[O-], O, O=S(=O)(O)O. Product: CCOc1ncc(C(=O)O)c2c([N+](=O)[O-])cccc12. As a reaction SMILES: [C:7](=[O:8])([OH:9])[c:10]1[cH:11][n:12][c:13]([O:20][CH2:21][CH3:22])[c:14]2[cH:15][cH:16][cH:17][cH:18][c:19]12.[K+:1].[O-:2][N+:3]([O-:4])=[O:5].[OH2:6].[S:23](=[O:24])(=[O:25])([OH:26])[OH:27]>>[O-:2][N+:3](=[O:5])[c:18]1[cH:17][cH:16][cH:15][c:14]2[c:13]([O:20][CH2:21][CH3:22])[n:12][cH:11][c:10]([C:7](=[O:8])[OH:9])[c:19]21. Starting materials: CCOCC, CN(C)C=O, O=C1CCC(=O)N1I, O=[N+]([O-])c1ccc2[nH]ncc2c1, O. Product: O=[N+]([O-])c1ccc2[nH]nc(I)c2c1. RXN SMILES: [CH3:22][CH2:23][O:24][CH2:25][CH3:26].[CH3:27][N:28]([CH3:29])[CH:30]=[O:31].[I:13][N:14]1[C:15](=[O:16])[CH2:17][CH2:18][C:19]1=[O:20].[N+:1](=[O:2])([O-:3])[c:4]1[cH:5][c:6]2[cH:7][n:8][nH:9][c:10]2[cH:11][cH:12]1.[OH2:21]>>[N+:1](=[O:2])([O-:3])[c:4]1[cH:5][c:6]2[c:7]([I:13])[n:8][nH:9][c:10]2[cH:11][cH:12]1. Starting materials: CC1CC(NN=C1C1=CC=C2C(=NC(=NC2=C1)SC)SC)=O (4,5-dihydro-5-methyl-6-[2,4-bis(methylthio)quinazolin-7-yl]-3(2H)-pyridazinone), CN (methylamine). The solvent is CO (methanol). Reaction conditions: temperature 60 celsius, time 3 hour. Product: CC1CC(NN=C1C1=CC=C2C(=NC(=NC2=C1)SC)NC)=O (4,5-dihydro-5-methyl-6-(4-methylamino-2-methylthioquinazolin-7-yl)-3(2H)-pyridazinone). The yield is 89.0%. Reaction SMILES: [CH3:1][CH:2]1[C:7]([C:8]2[CH:17]=[C:16]3[C:11]([C:12](SC)=[N:13][C:14]([S:18][CH3:19])=[N:15]3)=[CH:10][CH:9]=2)=[N:6][NH:5][C:4](=[O:22])[CH2:3]1.[CH3:23][NH2:24]>CO>[CH3:1][CH:2]1[C:7]([C:8]2[CH:17]=[C:16]3[C:11]([C:12]([NH:24][CH3:23])=[N:13][C:14]([S:18][CH3:19])=[N:15]3)=[CH:10][CH:9]=2)=[N:6][NH:5][C:4](=[O:22])[CH2:3]1. Procedure details: In 50 ml of 40% methylamine solution in methanol was suspended 0.40 g of Compound 59 obtained in Example 61. The suspension was stirred at 60° C. for 3 hours and then concentrated. Thereafter, water was added to the residue, and the crystals precipitated were collected by filtration and dried to give 0.34 g (89%) of 4,5-dihydro-5-methyl-6-(4-methylamino-2-methylthioquinazolin-7-yl)-3(2H)-pyridazinone (Compound 60). Reactants: COc1ccc(CSC2CNC(C(=O)O)C2)cc1, O=C(Cl)OCc1ccc([N+](=O)[O-])cc1, [Na+], C1CCOC1, [OH-], O. The product is COc1ccc(CSC2CC(C(=O)O)N(C(=O)OCc3ccc([N+](=O)[O-])cc3)C2)cc1. Reaction SMILES: [CH3:1][O:2][c:3]1[cH:4][cH:5][c:6]([CH2:7][S:8][CH:9]2[CH2:10][CH:11]([C:14](=[O:15])[OH:16])[NH:12][CH2:13]2)[cH:17][cH:18]1.[N+:21](=[O:22])([O-:23])[c:24]1[cH:25][cH:26][c:27]([CH2:28][O:29][C:30](=[O:31])[Cl:32])[cH:33][cH:34]1.[Na+:20].[O:35]1[CH2:36][CH2:37][CH2:38][CH2:39]1.[OH-:19].[OH2:40]>>[CH3:1][O:2][c:3]1[cH:4][cH:5][c:6]([CH2:7][S:8][CH:9]2[CH2:10][CH:11]([C:14](=[O:15])[OH:16])[N:12]([C:30]([O:29][CH2:28][c:27]3[cH:26][cH:25][c:24]([N+:21](=[O:22])[O-:23])[cH:34][cH:33]3)=[O:31])[CH2:13]2)[cH:17][cH:18]1.